This data is from the Open Reaction Database (ORD), a public repository of structured organic reaction records. The task is: describe an organic reaction: reactants, conditions, products, and yield Product: FC(F)(F)c1cc2cc(-c3ccc(OC4CN5CCC4CC5)nn3)ccc2[nH]1. Reaction SMILES: [CH3:17][C:18]1([CH3:19])[C:20]([CH3:21])([CH3:22])[O:23][B:24]([c:25]2[cH:26][c:27]3[cH:28][c:29]([C:34]([F:35])([F:36])[F:37])[nH:30][c:31]3[cH:32][cH:33]2)[O:38]1.[Cl:1][c:2]1[cH:3][cH:4][c:5]([O:8][CH:9]2[CH2:10][N:11]3[CH2:12][CH2:13][CH:14]2[CH2:15][CH2:16]3)[n:6][n:7]1>>[c:2]1(-[c:25]2[cH:26][c:27]3[cH:28][c:29]([C:34]([F:35])([F:36])[F:37])[nH:30][c:31]3[cH:32][cH:33]2)[cH:3][cH:4][c:5]([O:8][CH:9]2[CH2:10][N:11]3[CH2:12][CH2:13][CH:14]2[CH2:15][CH2:16]3)[n:6][n:7]1. Starting materials: CC1(C)OB(c2ccc3[nH]c(C(F)(F)F)cc3c2)OC1(C)C, Clc1ccc(OC2CN3CCC2CC3)nn1. Starting materials: amidoxime, ester, C(C=1C(N)=CC=CC1)#N (anthranilonitrile), NO (hydroxylamine). Yields the product NC1=NNC2=CC=CC=C12 (3-aminoindazole), ( 3 ). As a reaction SMILES: [C:1](#[N:9])[C:2]1[C:3](=[CH:5][CH:6]=[CH:7][CH:8]=1)[NH2:4].[NH2:10]O>>[NH2:9][C:1]1[C:2]2[C:3](=[CH:5][CH:6]=[CH:7][CH:8]=2)[NH:4][N:10]=1. Procedure details: is prepared by reacting anthranilonitrile with hydroxylamine, and the amidoxime thus prepared is then reacted with ester to produce a 3-aminoindazole of the following formula (3):